This data is from the Open Reaction Database (ORD), a public repository of structured organic reaction records. The task is: describe an organic reaction: reactants, conditions, products, and yield The reactants are CCOc1cc(C(C)(C)C)ncc1C1=NC(C)(c2ccc(Cl)cc2)C(C)(c2ccc(Cl)cc2)N1C(=O)N1CCC(O)CC1, C=CC#N. Product: CCOc1cc(C(C)(C)C)ncc1C1=NC(C)(c2ccc(Cl)cc2)C(C)(c2ccc(Cl)cc2)N1C(=O)N1CCC(OCCC#N)CC1. Reaction SMILES: [C:1]([CH3:2])([CH3:3])([CH3:4])[c:5]1[cH:6][c:7]([O:41][CH2:42][CH3:43])[c:8]([C:11]2=[N:15][C:14]([CH3:16])([c:17]3[cH:18][cH:19][c:20]([Cl:23])[cH:21][cH:22]3)[C:13]([CH3:24])([c:25]3[cH:26][cH:27][c:28]([Cl:31])[cH:29][cH:30]3)[N:12]2[C:32](=[O:33])[N:34]2[CH2:35][CH2:36][CH:37]([OH:40])[CH2:38][CH2:39]2)[cH:9][n:10]1.[CH2:44]=[CH:45][C:46]#[N:47]>>[C:1]([CH3:2])([CH3:3])([CH3:4])[c:5]1[cH:6][c:7]([O:41][CH2:42][CH3:43])[c:8]([C:11]2=[N:15][C:14]([CH3:16])([c:17]3[cH:18][cH:19][c:20]([Cl:23])[cH:21][cH:22]3)[C:13]([CH3:24])([c:25]3[cH:26][cH:27][c:28]([Cl:31])[cH:29][cH:30]3)[N:12]2[C:32](=[O:33])[N:34]2[CH2:35][CH2:36][CH:37]([O:40][CH2:44][CH2:45][C:46]#[N:47])[CH2:38][CH2:39]2)[cH:9][n:10]1. The reactants are C(C)(C)(C)OC(CN1C=CC2=CC(=CC=C12)OCC1=NN(C(=C1)C1=CC=C(C=C1)Cl)C)=O ({5-[5-(4-chloro-phenyl)-1-methyl-1H-pyrazol-3-ylmethoxy]-indol-1-yl}-acetic acid tert-butyl ester), [Li+].[OH-] (LiOH). The product is ClC1=CC=C(C=C1)C1=CC(=NN1C)COC=1C=C2C=CN(C2=CC1)CC(=O)O ({5-[5-(4-chloro-phenyl)-1-methyl-1H-pyrazol-3-ylmethoxy]-indol-1-yl}-acetic acid). Reaction SMILES: C([O:5][C:6](=[O:32])[CH2:7][N:8]1[C:16]2[C:11](=[CH:12][C:13]([O:17][CH2:18][C:19]3[CH:23]=[C:22]([C:24]4[CH:29]=[CH:28][C:27]([Cl:30])=[CH:26][CH:25]=4)[N:21]([CH3:31])[N:20]=3)=[CH:14][CH:15]=2)[CH:10]=[CH:9]1)(C)(C)C.[Li+].[OH-]>>[Cl:30][C:27]1[CH:28]=[CH:29][C:24]([C:22]2[N:21]([CH3:31])[N:20]=[C:19]([CH2:18][O:17][C:13]3[CH:12]=[C:11]4[C:16](=[CH:15][CH:14]=3)[N:8]([CH2:7][C:6]([OH:32])=[O:5])[CH:9]=[CH:10]4)[CH:23]=2)=[CH:25][CH:26]=1 |f:1.2|. Reported procedure: In analogy to the procedure described for example 1 f], {5-[5-(4-chloro-phenyl)-1-methyl-1H-pyrazol-3-ylmethoxy]-indol-1-yl}-acetic acid tert-butyl ester was treated with LiOH to obtain {5-[5-(4-chloro-phenyl)-1-methyl-1H-pyrazol-3-ylmethoxy]-indol-1-yl}-acetic acid as colorless solid.